From a dataset of the Open Reaction Database (ORD), a public repository of structured organic reaction records. describe an organic reaction: reactants, conditions, products, and yield Starting materials: ONC(=N)C=1N=CN2C1N=C(C=C2C(F)(F)F)C2=CC=C(C=C2)C(F)(F)F (N-hydroxy-4-trifluoromethyl-2-(4-trifluoromethyl-phenyl)-imidazo[1,5-a]pyrimidine-8-carboxamidine), S(N)(=O)(=O)C1=CC=C(C(=O)O)C=C1 (4-sulfamoyl-benzoic acid). Product: FC(C1=CC(=NC=2N1C=NC2C2=NOC(=N2)C2=CC=C(C=C2)S(=O)(=O)N)C2=CC=C(C=C2)C(F)(F)F)(F)F (4-{3-[4-Trifluoromethyl-2-(4-trifluoromethyl-phenyl)-imidazo[1,5-a]pyrimidin-8-yl]-[1,2,4]oxadiazol-5-yl}-benzenesulfonamide). RXN SMILES: [OH:1][NH:2][C:3]([C:5]1[N:6]=[CH:7][N:8]2[C:13]([C:14]([F:17])([F:16])[F:15])=[CH:12][C:11]([C:18]3[CH:23]=[CH:22][C:21]([C:24]([F:27])([F:26])[F:25])=[CH:20][CH:19]=3)=[N:10][C:9]=12)=[NH:4].[S:28]([C:32]1[CH:40]=[CH:39][C:35]([C:36](O)=O)=[CH:34][CH:33]=1)(=[O:31])(=[O:30])[NH2:29]>>[F:17][C:14]([F:15])([F:16])[C:13]1[N:8]2[CH:7]=[N:6][C:5]([C:3]3[N:4]=[C:36]([C:35]4[CH:34]=[CH:33][C:32]([S:28]([NH2:29])(=[O:31])=[O:30])=[CH:40][CH:39]=4)[O:1][N:2]=3)=[C:9]2[N:10]=[C:11]([C:18]2[CH:19]=[CH:20][C:21]([C:24]([F:27])([F:26])[F:25])=[CH:22][CH:23]=2)[CH:12]=1. Procedure details: The title compound was prepared from N-hydroxy-4-trifluoromethyl-2-(4-trifluoromethyl-phenyl)-imidazo[1,5-a]pyrimidine-8-carboxamidine (example B.3) (195 mg, 0.5 mmol) and commercially available 4-sulfamoyl-benzoic acid (101 mg, 0.5 mmol) according to general procedure II. Obtained after purification by column chromatography (dichloromethane/MeOH/NH4OH) and crystallization (dichloromethane) as a yellow solid (61 mg, 22%). MS (ISP) 555.3 [(M+H)+]; mp 303° C. Reaction SMILES: [CH3:1][N:2]1[CH2:3][CH2:4][O:5][CH2:6][CH2:7]1.[CH3:22][c:23]1[n:24][c:25](-[c:28]2[cH:29][c:30]([O:31][CH:32]([C:33](=[O:34])[OH:35])[CH2:36][CH2:37][CH3:38])[cH:39][cH:40][cH:41]2)[n:26][o:27]1.[CH3:43][N:44]([CH3:45])[CH2:46][CH2:47][CH2:48][N:49]=[C:50]=[N:51][CH2:52][CH3:53].[ClH:42].[NH2:8][c:9]1[cH:10][cH:11][c:12]([N:15]2[S:16](=[O:20])(=[O:21])[CH2:17][CH2:18][CH2:19]2)[cH:13][cH:14]1.[O:65]=[CH:66][N:67]([CH3:68])[CH3:69].[OH2:54].[OH2:70].[OH:55][c:56]1[c:57]2[n:58][n:59][nH:60][c:61]2[cH:62][cH:63][cH:64]1>>[NH:8]([c:9]1[cH:10][cH:11][c:12]([N:15]2[S:16](=[O:20])(=[O:21])[CH2:17][CH2:18][CH2:19]2)[cH:13][cH:14]1)[C:33]([CH:32]([O:31][c:30]1[cH:29][c:28](-[c:25]2[n:24][c:23]([CH3:22])[o:27][n:26]2)[cH:41][cH:40][cH:39]1)[CH2:36][CH2:37][CH3:38])=[O:34]. Yields the product CCCC(Oc1cccc(-c2noc(C)n2)c1)C(=O)Nc1ccc(N2CCCS2(=O)=O)cc1. Starting materials: CN1CCOCC1, CCCC(Oc1cccc(-c2noc(C)n2)c1)C(=O)O, CCN=C=NCCCN(C)C, Cl, Nc1ccc(N2CCCS2(=O)=O)cc1, CN(C)C=O, O, O, Oc1cccc2[nH]nnc12. The reactants are [Al+3], CCc1ccc(OC)cc1, [Cl-], [Cl-], [Cl-], ClCCl, Cl, O=C(Cl)c1ccc(C(F)(F)F)cc1. Product: CCc1ccc(OC)c(C(=O)c2ccc(C(F)(F)F)cc2)c1. As a reaction SMILES: [Al+3:2].[CH2:18]([CH3:19])[c:20]1[cH:21][cH:22][c:23]([O:26][CH3:27])[cH:24][cH:25]1.[Cl-:1].[Cl-:3].[Cl-:4].[Cl:29][CH2:30][Cl:31].[ClH:28].[F:5][C:6]([c:7]1[cH:8][cH:9][c:10]([C:11](=[O:12])[Cl:13])[cH:14][cH:15]1)([F:16])[F:17]>>[F:5][C:6]([c:7]1[cH:8][cH:9][c:10]([C:11](=[O:12])[c:24]2[c:23]([O:26][CH3:27])[cH:22][cH:21][c:20]([CH2:18][CH3:19])[cH:25]2)[cH:14][cH:15]1)([F:16])[F:17]. Reactants: [Si](C1=CC=CC=C1)(C1=CC=CC=C1)(C(C)(C)C)OC1CCC(CC1)C(=O)OCC (ethyl 4-{[tert-butyl(diphenyl)silyl]oxy}cyclohexanecarboxylate), O (water), [H-].[Al+3].[Li+].[H-].[H-].[H-] (lithium aluminum hydride), O (water), [OH-].[Na+] (sodium hydroxide). Run in C1CCOC1 (THF), C1CCOC1 (THF). Conditions: temperature 0 celsius, time 1 hour. Product: [Si](C1=CC=CC=C1)(C1=CC=CC=C1)(C(C)(C)C)OC1CCC(CC1)CO ((4-{[tert-butyl(diphenyl)silyl]oxy}cyclohexyl)methanol). Yield: 85.7%. As a reaction SMILES: [H-].[Al+3].[Li+].[H-].[H-].[H-].[Si:7]([O:24][CH:25]1[CH2:30][CH2:29][CH:28]([C:31](OCC)=[O:32])[CH2:27][CH2:26]1)([C:20]([CH3:23])([CH3:22])[CH3:21])([C:14]1[CH:19]=[CH:18][CH:17]=[CH:16][CH:15]=1)[C:8]1[CH:13]=[CH:12][CH:11]=[CH:10][CH:9]=1.O.[OH-].[Na+]>C1COCC1>[Si:7]([O:24][CH:25]1[CH2:26][CH2:27][CH:28]([CH2:31][OH:32])[CH2:29][CH2:30]1)([C:20]([CH3:23])([CH3:22])[CH3:21])([C:14]1[CH:19]=[CH:18][CH:17]=[CH:16][CH:15]=1)[C:8]1[CH:9]=[CH:10][CH:11]=[CH:12][CH:13]=1 |f:0.1.2.3.4.5,8.9|. Procedure: To a suspension of lithium aluminum hydride (1.13 g) in THF (100 mL) was slowly added a solution of ethyl 4-{[tert-butyl(diphenyl)silyl]oxy}cyclohexanecarboxylate (12.2 g) in THF (100 mL) under ice-cooling. The reaction mixture was stirred at 0° C. for 1 hr, and water (1.2 mL) and 1M aqueous sodium hydroxide solution (1.2 mL) were successively added thereto. The mixture was stirred at room temperature for 30 min, and water (3.6 mL) was further added thereto. The mixture was stirred at room tempe...